Dataset: the Open Reaction Database (ORD), a public repository of structured organic reaction records. Task: describe an organic reaction: reactants, conditions, products, and yield Reactants: Cl (Hydrochloric acid), C[C@H](C(=O)OC)CO (Methyl (S)-(+)-2-methyl-3-hydroxypropionate), C(C)(C)N(CC)C(C)C (diisopropylethylamine), C(C1=CC=CC=C1)OCCl (benzyloxymethyl chloride). Run in C(C)(=O)OCC (ethyl acetate), ClCCl (dichloromethane). Conditions: time 1 hour. Product: C(C1=CC=CC=C1)OCOC[C@@H](C(=O)OC)C (methyl (S)-3-benzyloxymethyloxy-2-methylpropionate). Reaction SMILES: [CH3:1][C@@H:2]([CH2:7][OH:8])[C:3]([O:5][CH3:6])=[O:4].C(N(C(C)C)CC)(C)C.[CH2:18]([O:25][CH2:26]Cl)[C:19]1[CH:24]=[CH:23][CH:22]=[CH:21][CH:20]=1.Cl>ClCCl.C(OCC)(=O)C>[CH2:18]([O:25][CH2:26][O:8][CH2:7][C@H:2]([CH3:1])[C:3]([O:5][CH3:6])=[O:4])[C:19]1[CH:24]=[CH:23][CH:22]=[CH:21][CH:20]=1. Procedure: Methyl (S)-(+)-2-methyl-3-hydroxypropionate (2.0 g; 16.9 mmole) and diisopropylethylamine (2.2 g; 17.1 mmole) were dissolved in dry dichloromethane (2 ml), and benzyloxymethyl chloride (2.7 g; 17.3 mmole) was dropwise added thereto, followed by stirring for 1 hour. 1N Hydrochloric acid (10 ml) and ethyl acetate (20 ml) were added thereto, and the aqueous layer was extracted with ethyl acetate. The extract was combined with the organic layer, washed with a sodium bicarbonate solution and water an...